describe an organic reaction: reactants, conditions, products, and yield From a dataset of the Open Reaction Database (ORD), a public repository of structured organic reaction records. Reactants: ClC1=C(C=C(C(=O)NC2=CC=C(C(=O)O)C=C2)C=C1)NS(=O)(=O)C1=C(C=CC(=C1)OC)OC (4-[4-Chloro-3-(2,5-dimethoxy-benzenesulfonylamino)-benzoylamino]-benzoic acid), COC1=C(C=C(C=C1)OC)S(=O)(=O)Cl (2,5-dimethoxy-benzenesulfonyl chloride). Product: C(C)OC(C1=CC=C(C=C1)NC(C1=CC(=C(C=C1)Cl)NS(=O)(=O)C1=C(C=CC(=C1)OC)OC)=O)=O (4-[4-chloro-3-(2,5-dimethoxy-benzenesulfonylamino)-benzoylamino]-benzoic acid ethyl ester). RXN SMILES: [Cl:1][C:2]1[CH:19]=[CH:18][C:5]([C:6]([NH:8][C:9]2[CH:17]=[CH:16][C:12]([C:13]([OH:15])=[O:14])=[CH:11][CH:10]=2)=[O:7])=[CH:4][C:3]=1[NH:20][S:21]([C:24]1[CH:29]=[C:28]([O:30][CH3:31])[CH:27]=[CH:26][C:25]=1[O:32][CH3:33])(=[O:23])=[O:22].CO[C:36]1C=CC(OC)=C[C:37]=1S(Cl)(=O)=O>>[CH2:36]([O:14][C:13](=[O:15])[C:12]1[CH:16]=[CH:17][C:9]([NH:8][C:6](=[O:7])[C:5]2[CH:18]=[CH:19][C:2]([Cl:1])=[C:3]([NH:20][S:21]([C:24]3[CH:29]=[C:28]([O:30][CH3:31])[CH:27]=[CH:26][C:25]=3[O:32][CH3:33])(=[O:23])=[O:22])[CH:4]=2)=[CH:10][CH:11]=1)[CH3:37]. Procedure: 4-[4-Chloro-3-(2,5-dimethoxy-benzenesulfonylamino)-benzoylamino]-benzoic acid, MS (ISP): m/e=489.2 (M−H), was prepared in analogy to example 21, steps A to D. Step C was performed using 2,5-dimethoxy-benzenesulfonyl chloride and yielded 4-[4-chloro-3-(2,5-dimethoxy-benzenesulfonylamino)-benzoylamino]-benzoic acid ethyl ester, which was hydrolyzed in step D. Starting materials: N1=CC(=CC=C1)C=1SC=C(N1)N (2-(3-pyridyl)4-thiazolamine), dipotassium, N1N=NN=C1C(=O)O (1H-tetrazole-5-carboxylic acid), CN(C)C=O (DMF), S(=O)(Cl)Cl (thionyl chloride), Cl (HCl). Solvent: C(C)#N (acetonitrile), N1=CC=CC=C1 (pyridine), O (water), C(C)#N (acetonitrile), C1=CC=CC=C1 (benzene). The product is N1=CC(=CC=C1)C=1SC=C(N1)NC(=O)C1=NN=NN1 (N-(2-(3-pyridyl)-4-thiazolyl)-1H-tetrazole-5-carboxamide). Yield: 37.8%. As a reaction SMILES: CN(C=O)C.S(Cl)(Cl)=O.[NH:10]1[C:14]([C:15]([OH:17])=O)=[N:13][N:12]=[N:11]1.[N:18]1[CH:23]=[CH:22][CH:21]=[C:20]([C:24]2[S:25][CH:26]=[C:27]([NH2:29])[N:28]=2)[CH:19]=1.Cl>C(#N)C.N1C=CC=CC=1.O.C1C=CC=CC=1>[N:18]1[CH:23]=[CH:22][CH:21]=[C:20]([C:24]2[S:25][CH:26]=[C:27]([NH:29][C:15]([C:14]3[NH:13][N:12]=[N:11][N:10]=3)=[O:17])[N:28]=2)[CH:19]=1. Procedure details: A mixture, obtained oy adding dry DMF (0.197 ml, 2.63 mmol) and then thionyl chloride (0.192 ml, 2.63 mmol) to dry benzene (1 ml) under ice-cooling, was allowed to warm up to room temperature and to react for 10 minutes upon which the mixture separated into two layers. The lower layer was added dropwise to dipotassium salt of 1H-tetrazole-5-carboxylic acid (333 mg, 1.75 mmol) suspended in dry acetonitrile (5 ml) under ice-cooling. The mixture was allowed to react for 15 minutes. After adding dro... The yield is 29.7%. Product: Cc1ccc2nc(c3ccc(c(c3)O)I)c(NC3CCCCC3)n2c1. Reactants: C(c1ccc(c(c1)O)I)=O, CC1=CN=C(C=C1)N, [C-]#[N+]C1CCCCC1. Solvent: CC(C)O (isopropyl alcohol), CC(C)O (isopropylalcohol). Reaction SMILES: CC1=CC=C(N)N=C1.[C-]#[N+]C1CCCCC1.OC1=C(I)C=CC(C=O)=C1>>CC1=CN2C(C=C1)=NC(=C2NC1CCCCC1)C1=CC(O)=C(I)C=C1. Conditions: temperature 22 celsius, time 20 hour. The reagents and catalysts are O=C(O)C(F)(F)F (trifluoroacetic acid).